From a dataset of the Open Reaction Database (ORD), a public repository of structured organic reaction records. describe an organic reaction: reactants, conditions, products, and yield Reactants: ClC1=NC=C(C(=N1)N[C@@H](C)C=1N(C(C2=C(C=CC=C2C1)C=1C=NN(C1)C)=O)C1=CC=CC=C1)I ((S)-3-(1-((2-chloro-5-iodopyrimidin-4-yl)amino)ethyl)-8-(1-methyl-1H-pyrazol-4-yl)-2-phenylisoquinolin-1(2H)-one), [OH-].[NH4+] (ammonium hydroxide), [OH-].[NH4+] (ammonium hydroxide). The solvent is O1CCOCC1 (1,4-dioxane). Conditions: temperature 110 celsius, time 16 hour. Product: NC1=NC=C(C(=N1)N[C@@H](C)C=1N(C(C2=C(C=CC=C2C1)C=1C=NN(C1)C)=O)C1=CC=CC=C1)I ((S)-3-(1-((2-amino-5-iodopyrimidin-4-yl)amino)ethyl)-8-(1-methyl-1H-pyrazol-4-yl)-2-phenylisoquinolin-1(2H)-one). Isolated yield 57.0%. As a reaction SMILES: Cl[C:2]1[N:7]=[C:6]([NH:8][C@H:9]([C:11]2[N:12]([C:28]3[CH:33]=[CH:32][CH:31]=[CH:30][CH:29]=3)[C:13](=[O:27])[C:14]3[C:19]([CH:20]=2)=[CH:18][CH:17]=[CH:16][C:15]=3[C:21]2[CH:22]=[N:23][N:24]([CH3:26])[CH:25]=2)[CH3:10])[C:5]([I:34])=[CH:4][N:3]=1.[OH-].[NH4+:36]>O1CCOCC1>[NH2:36][C:2]1[N:7]=[C:6]([NH:8][C@H:9]([C:11]2[N:12]([C:28]3[CH:33]=[CH:32][CH:31]=[CH:30][CH:29]=3)[C:13](=[O:27])[C:14]3[C:19]([CH:20]=2)=[CH:18][CH:17]=[CH:16][C:15]=3[C:21]2[CH:22]=[N:23][N:24]([CH3:26])[CH:25]=2)[CH3:10])[C:5]([I:34])=[CH:4][N:3]=1 |f:1.2|. Procedure: To a solution of (S)-3-(1-((2-chloro-5-iodopyrimidin-4-yl)amino)ethyl)-8-(1-methyl-1H-pyrazol-4-yl)-2-phenylisoquinolin-1(2H)-one (64) (964 mg, 1.65 mmol) in anhydrous 1,4-dioxane (5 mL) in a sealed tube, ammonium hydroxide (6 mL) was added and the resulting mixture was stirred at 110° C. for 16 h. An additional amount of ammonium hydroxide (3 mL) was added to the reaction mixture and stirring was continued for 16 h. The mixture was allowed to cool to RT, quenched with water and extracted with e... Reactants: O1N=C(N=C1)C1=CC=C(CN(S(=O)(=O)C2=CC=C(C=C2)Cl)[C@H]2[C@@H](CCCC2)CO)C=C1 (N-(4-(1,2,4-oxadiazol-3-yl)benzyl)-4-chloro-N-(trans-2-(hydroxymethyl)cyclohexyl)benzenesulfonamide), ClC1=CC=C(C=C1)S(=O)(=O)N[C@H]1[C@@H](CCCC1)CO (4-chloro-N-(trans-2-(hydroxymethyl)cyclohexyl)benzenesulfonamide), C([O-])([O-])=O.[Cs+].[Cs+] (cesium carbonate), BrCC1=CC(=C(C#N)C=C1F)F (4-(bromomethyl)-2,5-difluorobenzonitrile). Yields the product title compound, ClC1=CC=C(C=C1)S(=O)(=O)N([C@H]1[C@@H](CCCC1)CO)CC1=C(C=C(C(=C1)F)C#N)F (4-chloro-N-(4-cyano-2,5-difluorobenzyl)-N-(trans-2-(hydroxymethyl)cyclohexyl)benzenesulfonamide). Isolated yield 43.3%. As a reaction SMILES: [Cl:1][C:2]1[CH:7]=[CH:6][C:5]([S:8]([NH:11][C@@H:12]2[CH2:17][CH2:16][CH2:15][CH2:14][C@H:13]2[CH2:18][OH:19])(=[O:10])=[O:9])=[CH:4][CH:3]=1.C(=O)([O-])[O-].[Cs+].[Cs+].Br[CH2:27][C:28]1[C:35]([F:36])=[CH:34][C:31]([C:32]#[N:33])=[C:30]([F:37])[CH:29]=1.O1C=NC(C2C=CC(CN([C@@H]3CCCC[C@H]3CO)S(C3C=CC(Cl)=CC=3)(=O)=O)=CC=2)=N1>>[Cl:1][C:2]1[CH:7]=[CH:6][C:5]([S:8]([N:11]([CH2:27][C:28]2[CH:29]=[C:30]([F:37])[C:31]([C:32]#[N:33])=[CH:34][C:35]=2[F:36])[C@@H:12]2[CH2:17][CH2:16][CH2:15][CH2:14][C@H:13]2[CH2:18][OH:19])(=[O:9])=[O:10])=[CH:4][CH:3]=1 |f:1.2.3|. Procedure: The title compound was synthesized from 4-chloro-N-(trans-2-(hydroxymethyl)cyclohexyl)benzenesulfonamide (200 mg, 0.66 mmol), cesium carbonate (257 mg, 0.79 mmol), and 4-(bromomethyl)-2,5-difluorobenzonitrile (183 mg, 0.79 mmol) according to the procedure described for N-(4-(1,2,4-oxadiazol-3-yl)benzyl)-4-chloro-N-(trans-2-(hydroxymethyl)cyclohexyl)benzenesulfonamide (Example 11) to give 4-chloro-N-(4-cyano-2,5-difluorobenzyl)-N-(trans-2-(hydroxymethyl)cyclohexyl)benzenesulfonamide (130 mg, 43%)... Reactants: CCOC(=O)c1c(C)nc2cccc(OCC(N)CC)c2c1N, O=C(O)c1ccc2c(c1)OCCO2. Product: CCOC(=O)c1c(C)nc2cccc(OCC(CC)NC(=O)c3ccc4c(c3)OCCO4)c2c1N. RXN SMILES: [NH2:1][c:2]1[c:3]([C:19](=[O:20])[O:21][CH2:22][CH3:23])[c:4]([CH3:18])[n:5][c:6]2[cH:7][cH:8][cH:9][c:10]([O:12][CH2:13][CH:14]([CH2:15][CH3:16])[NH2:17])[c:11]12.[O:24]1[c:25]2[c:26]([cH:30][c:31]([C:34](=[O:35])[OH:36])[cH:32][cH:33]2)[O:27][CH2:28][CH2:29]1>>[NH2:1][c:2]1[c:3]([C:19](=[O:20])[O:21][CH2:22][CH3:23])[c:4]([CH3:18])[n:5][c:6]2[cH:7][cH:8][cH:9][c:10]([O:12][CH2:13][CH:14]([CH2:15][CH3:16])[NH:17][C:34]([c:31]3[cH:30][c:26]4[c:25]([cH:33][cH:32]3)[O:24][CH2:29][CH2:28][O:27]4)=[O:35])[c:11]12. Starting materials: CCC1(C(O)CCO)CCC1, Cc1ccccc1, CCCC[N+](CCCC)(CCCC)CCCC, [Cl-], [Na+], [OH-], O, Cc1ccc(S(=O)(=O)Cl)cc1, Sc1nnnn1-c1ccccc1. Yields the product CCC1(C(O)CCSc2nnnn2-c2ccccc2)CCC1. RXN SMILES: [CH2:1]([CH3:2])[C:3]1([CH:7]([CH2:8][CH2:9][OH:10])[OH:11])[CH2:4][CH2:5][CH2:6]1.[CH3:37][c:38]1[cH:39][cH:40][cH:41][cH:42][cH:43]1.[CH3:45][CH2:46][CH2:47][CH2:48][N+:49]([CH2:50][CH2:51][CH2:52][CH3:53])([CH2:54][CH2:55][CH2:56][CH3:57])[CH2:58][CH2:59][CH2:60][CH3:61].[Cl-:44].[Na+:13].[OH-:12].[OH2:62].[S:14]([Cl:15])([c:16]1[cH:17][cH:18][c:19]([CH3:20])[cH:21][cH:22]1)(=[O:23])=[O:24].[c:25]1(-[n:31]2[n:32][n:33][n:34][c:35]2[SH:36])[cH:26][cH:27][cH:28][cH:29][cH:30]1>>[CH2:1]([CH3:2])[C:3]1([CH:7]([CH2:8][CH2:9][S:36][c:35]2[n:31](-[c:25]3[cH:26][cH:27][cH:28][cH:29][cH:30]3)[n:32][n:33][n:34]2)[OH:11])[CH2:4][CH2:5][CH2:6]1. Reactants: Krytox, Krytox, BrC(C(C=C)(F)Cl)(F)F (4-bromo-3-chloro-3,4,4-trifluorobutene), FC(C(C(F)(F)OCC)(F)F)(C(F)(F)F)F (ethyl nonafluorobutyl ether). Solvent: C(C(F)(Cl)Cl)(F)(F)Cl (CFC-113), C(C(F)(Cl)Cl)(F)(F)Cl (CFC-113). Yields the product 4-bromo-3,3,4,4-trifluorobutene, FC(C(C(F)(F)OC)(F)F)(C(F)(F)F)F (methyl nonafluorobutyl ether). As a reaction SMILES: BrC(F)(F)C(Cl)(F)C=C.[F:10][C:11]([F:25])([C:21]([F:24])([F:23])[F:22])[C:12]([F:20])([F:19])[C:13]([O:16][CH2:17]C)([F:15])[F:14]>C(Cl)(F)(F)C(Cl)(Cl)F>[F:10][C:11]([F:25])([C:21]([F:22])([F:24])[F:23])[C:12]([F:19])([F:20])[C:13]([O:16][CH3:17])([F:15])[F:14]. Procedure details: Solvency tests with 50% by volume 4-bromo-3-chloro-3,4,4-trifluorobutene and 50% by volume ethyl nonafluorobutyl ether were performed. The solvency characteristics of these mixtures matched or exceeded that of CFC-113 with Krytox and Jet Lube. The solvency of the individual components was inferior to that of CFC-113 toward Krytox and Jet Lube, illustrating the effectiveness of using mixtures as taught by this invention. Similarly, mixtures of 4-bromo-3,3,4,4-trifluorobutene and methyl nonafluoro... Reactants: Cl.O1CCOCC1 (HCl dioxane), FC1=CC=C(C=C1)C1=NN(C2=CC=C(C=C12)NC(=O)C1(CN(CC1)CC(N1CCC(=CC1)C1=CC=C(C=C1)C1=NC=CC=N1)=O)N(C)C=O)C(C1=CC=CC=C1)(C1=CC=CC=C1)C1=CC=CC=C1 (3-(Formyl-methyl-amino)-1-{2-oxo-2-[4-(4-pyrimidin-2-yl-phenyl)-3,6-dihydro-2H-pyridin-1-yl]-ethyl}-pyrrolidine-3-carboxylic acid [3-(4-fluoro-phenyl)-1trityl-indazol-5-yl]-amide). Solvent: C(Cl)Cl (MeCl2), Hexanes. Run at time 2 hour. Yields the product FC1=CC=C(C=C1)C1=NNC2=CC=C(C=C12)NC(=O)C1(CN(CC1)CC(N1CCC(=CC1)C1=CC=C(C=C1)C1=NC=CC=N1)=O)N(C)C=O (3-(Formyl-methyl-amino)-1-{2-oxo-2-[4-(4-pyrimidin-2-yl-phenyl)-3,6-dihydro-2H-pyridin-1-yl]-ethyl}-pyrrolidine-3-carboxylic acid [3-(4-fluoro-phenyl)-1H-indazol-5-yl]-amide). Isolated yield 85.2%. As a reaction SMILES: Cl.O1CCOCC1.[F:8][C:9]1[CH:14]=[CH:13][C:12]([C:15]2[C:23]3[C:18](=[CH:19][CH:20]=[C:21]([NH:24][C:25]([C:27]4([N:53]([CH:55]=[O:56])[CH3:54])[CH2:31][CH2:30][N:29]([CH2:32][C:33](=[O:52])[N:34]5[CH2:39][CH:38]=[C:37]([C:40]6[CH:45]=[CH:44][C:43]([C:46]7[N:51]=[CH:50][CH:49]=[CH:48][N:47]=7)=[CH:42][CH:41]=6)[CH2:36][CH2:35]5)[CH2:28]4)=[O:26])[CH:22]=3)[N:17](C(C3C=CC=CC=3)(C3C=CC=CC=3)C3C=CC=CC=3)[N:16]=2)=[CH:11][CH:10]=1>C(Cl)Cl>[F:8][C:9]1[CH:14]=[CH:13][C:12]([C:15]2[C:23]3[C:18](=[CH:19][CH:20]=[C:21]([NH:24][C:25]([C:27]4([N:53]([CH:55]=[O:56])[CH3:54])[CH2:31][CH2:30][N:29]([CH2:32][C:33](=[O:52])[N:34]5[CH2:35][CH:36]=[C:37]([C:40]6[CH:45]=[CH:44][C:43]([C:46]7[N:47]=[CH:48][CH:49]=[CH:50][N:51]=7)=[CH:42][CH:41]=6)[CH2:38][CH2:39]5)[CH2:28]4)=[O:26])[CH:22]=3)[NH:17][N:16]=2)=[CH:11][CH:10]=1 |f:0.1|. Procedure: Added 4M HCl/dioxane (2 ml) to a solution of 3-(Formyl-methyl-amino)-1-{2-oxo-2-[4-(4-pyrimidin-2-yl-phenyl)-3,6-dihydro-2H-pyridin-1-yl]-ethyl}-pyrrolidine-3-carboxylic acid [3-(4-fluoro-phenyl)-1trityl-indazol-5-yl]-amide (7T) (89 mg, 0.098 mmol) in MeCl2 (2 ml) at room temperature, then stirred for 2 hours. The solvent was evaporated and the residue extracted with MeCl2 (50 ml), H2O (25 ml) and 3M NaOH (2 ml). The organic layer was separated, dried over MgSO4, filtered and solvent evaporated ... Reactants: CC(C)(C)C=1SC(=CC(C1)=CC1=C(C(C1(Cl)Cl)=O)Cl)C(C)(C)C (3-[2,6-Bis(1,1-dimethylethyl)-(4H-thiopyran-4-ylidene)methyl]-2,4,4-trichlorocyclobut-2-en-1-one), FC(S(=O)(=O)O)(F)F (trifluoromethane sulfonic acid), C1(=C(C(=O)C1=O)O)O (squaric acid), Formula II, 2,6-bis(1,1-dimethylethyl)-4-thiopyrylidene. The solvent is O (water). Run at temperature 90 celsius. Yields the product CC(C)(C)C=1SC(=CC(C1)=CC=1C(C(C1O)=O)=O)C(C)(C)C (3-[2,6-bis(1,1-Dimethylethyl)-(4H-thiopyran-4-ylidene)-methyl]-4-hydroxycyclobut-3-ene-1,2-dione). As a reaction SMILES: [C:1]1([OH:8])[C:5](=O)[C:3](=[O:4])[C:2]=1[OH:7].[CH3:9][C:10]([C:13]1[S:14][C:15]([C:28]([CH3:31])([CH3:30])[CH3:29])=[CH:16][C:17](=[CH:19]C2C(Cl)(Cl)C(=O)C=2Cl)[CH:18]=1)([CH3:12])[CH3:11].FC(F)(F)S(O)(=O)=O>O>[CH3:12][C:10]([C:13]1[S:14][C:15]([C:28]([CH3:31])([CH3:30])[CH3:29])=[CH:16][C:17](=[CH:19][C:5]2[C:3](=[O:4])[C:2](=[O:7])[C:1]=2[OH:8])[CH:18]=1)([CH3:9])[CH3:11]. Procedure details: This Example illustrates the preparation, by a reaction analogous to D→E shown in FIG. 1, of the squaric acid derivative of Formula II in which Q1 is a 2,6-bis(1,1-dimethylethyl)-4-thiopyrylidene grouping and R1 is ahydrogen atom. 3-[2,6-Bis(1,1-dimethylethyl)-(4H-thiopyran-4-ylidene)methyl]-2,4,4-trichlorocyclobut-2-en-1-one (279 mg, 0.59 mmole, prepared in Example 51 above) was added to a solution of trifluoromethane sulfonic acid (1.0 mL) in water (35 mg). The colorless reaction mixture was s... The solvent is CN(C)C=O (DMF), [Cl-].[Na+].O (brine). Product: O1C(=CC2=C1C=CC=C2)/C=C/C=C(/C(=O)NC2CC(NC(C2)(C)C)(C)C)\OC ((2Z,4E)-5-(Benzofuran-2-yl)-2-methoxy-N-((2,2,6,6-tetramethyl)-piperidin-4-yl)-2,4-pentadienamide). Yield: 24.0%. RXN SMILES: [O:1]1[C:5]2[CH:6]=[CH:7][CH:8]=[CH:9][C:4]=2[CH:3]=[C:2]1/[CH:10]=[CH:11]/[CH:12]=[C:13](\[O:17][CH3:18])/[C:14]([OH:16])=O.[NH2:19][CH:20]1[CH2:25][C:24]([CH3:27])([CH3:26])[NH:23][C:22]([CH3:29])([CH3:28])[CH2:21]1.O.ON1C2N=CC=CC=2N=N1.Cl.CN(C)CCCN=C=NCC>CN(C=O)C.[Cl-].[Na+].O>[O:1]1[C:5]2[CH:6]=[CH:7][CH:8]=[CH:9][C:4]=2[CH:3]=[C:2]1/[CH:10]=[CH:11]/[CH:12]=[C:13](\[O:17][CH3:18])/[C:14]([NH:19][CH:20]1[CH2:21][C:22]([CH3:29])([CH3:28])[NH:23][C:24]([CH3:27])([CH3:26])[CH2:25]1)=[O:16] |f:2.3,4.5,7.8.9|. The reactants are O1C(=CC2=C1C=CC=C2)/C=C/C=C(/C(=O)O)\OC ((2Z,4E)-5-(benzofuran-2-yl)-2-methoxy-2,4-pentadienoic acid), NC1CC(NC(C1)(C)C)(C)C (4-amino-2,2,6,6-tetramethylpiperidine), O.ON1N=NC2=C1N=CC=C2 (1-hydroxy-7-azabenzotriazole hydrate), Cl.CN(CCCN=C=NCC)C (1-(3-dimethylaminopropyl)-3-ethylcarbodimide hydrochloride). Procedure details: A solution of (2Z,4E)-5-(benzofuran-2-yl)-2-methoxy-2,4-pentadienoic acid (122 mg, 0.5 mmol), 4-amino-2,2,6,6-tetramethylpiperidine (78 mg, 0.5 mmol), 1-hydroxy-7-azabenzotriazole hydrate (65 mg, 0.5 mmol) and 1-(3-dimethylaminopropyl)-3-ethylcarbodimide hydrochloride (95 mg, 0.5 mmol) in DMF (2 ml) was stirred at RT for 6 hours. The solution was poured into brine (20 ml) and repeatedly extracted with EtOAc. The organic phase was washed with 5% aqueous CaCO3, dried (MgSO4) and concentrated to gi...